From a dataset of the Open Reaction Database (ORD), a public repository of structured organic reaction records. describe an organic reaction: reactants, conditions, products, and yield The reactants are P(=O)([O-])([O-])[O-].[Na+].[Na+].[Na+] (sodium phosphate), NCC1CC(CO1)SC1=C(N2C(C(C2C1C)C(C)O)=O)C(=O)O (3-[[5-(Aminomethyl)tetrahydro-3-furanyl]thio]-6-(1-hydroxyethyl)-4-methyl-7-oxo-1-azabicyclo[3.2.0]hept-2-ene-2-carboxylic acid), C(C)(C)OC(N(C)C)OC(C)C (N,N-dimethylformamide diisopropyl acetal). Run at temperature 0 celsius, time 35 minute. Yields the product CN(C)C=NCC1CC(CO1)SC1=C(N2C(C(C2C1C)C(C)O)=O)C(=O)O (3-[[5-[[[(Dimethylamino)methylene]amino]methyl]tetrahydro-3-furanyl]thio]-6-(1-hydroxyethyl)-4-methyl-7-oxo-1-azabicyclo[3.2.0]hept-2-ene-2-carboxylic acid). Reaction SMILES: P([O-])([O-])([O-])=O.[Na+].[Na+].[Na+].[NH2:9][CH2:10][CH:11]1[O:15][CH2:14][CH:13]([S:16][C:17]2[CH:23]([CH3:24])[CH:22]3[N:19]([C:20](=[O:28])[CH:21]3[CH:25]([OH:27])[CH3:26])[C:18]=2[C:29]([OH:31])=[O:30])[CH2:12]1.C(O[CH:36](OC(C)C)[N:37]([CH3:39])[CH3:38])(C)C>>[CH3:36][N:37]([CH:39]=[N:9][CH2:10][CH:11]1[O:15][CH2:14][CH:13]([S:16][C:17]2[CH:23]([CH3:24])[CH:22]3[N:19]([C:20](=[O:28])[CH:21]3[CH:25]([OH:27])[CH3:26])[C:18]=2[C:29]([OH:31])=[O:30])[CH2:12]1)[CH3:38] |f:0.1.2.3|. Procedure details: Three ml of sodium phosphate buffer, pH 7, is cooled to 0° C. and 0.052 g of product from Example 46 is added. To this cooled solution is added, dropwise, 159 μl of N,N-dimethylformamide diisopropyl acetal, while maintaining the pH below 8.5. The reaction mixture is stirred at 0° C. for 35 minutes, pH adjusted to 7.0 and freeze-dried. The residue is purified by chromatography (C18 reverse phase tlc plates: 75% aqueous ethyl alcohol) to give 0.031 g of the desired product.